This data is from the Open Reaction Database (ORD), a public repository of structured organic reaction records. The task is: describe an organic reaction: reactants, conditions, products, and yield The reactants are BrC1=C(C=C(S1)C1=NNC(C2=CC=CC=C12)=O)C (4-(5-bromo-4-methyl-2-thienyl)-1-phthalazinone), Cl (hydrochloric acid), [H][H] (hydrogen). The reagents and catalysts are [C].[Pd] (palladium carbon). Solvent: C(C)O (ethanol). Yields the product CC=1C=C(SC1)C1=NNC(C2=CC=CC=C12)=O (4-(4-methyl-2-thienyl)phthalazinone). Yield: 90.6%. Reaction SMILES: Br[C:2]1[S:6][C:5]([C:7]2[C:16]3[C:11](=[CH:12][CH:13]=[CH:14][CH:15]=3)[C:10](=[O:17])[NH:9][N:8]=2)=[CH:4][C:3]=1[CH3:18].Cl.[H][H]>[C].[Pd].C(O)C>[CH3:18][C:3]1[CH:4]=[C:5]([C:7]2[C:16]3[C:11](=[CH:12][CH:13]=[CH:14][CH:15]=3)[C:10](=[O:17])[NH:9][N:8]=2)[S:6][CH:2]=1 |f:3.4|. Reported procedure: 300 mg of 4-(5-bromo-4-methyl-2-thienyl)-1-phthalazinone, 500 mg of 5% palladium carbon (Pd-C) and 1 ml of concentrated hydrochloric acid were added to 50 ml of ethanol, and hydrogen gas was reacted with the resulting mixture under ordinary pressure. After the end of the reaction, the mixture was filtered, and the filtrate was concentrated to obtain 205 mg of 4-(4-methyl-2-thienyl)phthalazinone. Reactants: C(C)(C)(C)OC(=O)N1C[C@H]2[C@@H](C1)CN(C2)C=2C=NC=C(C(=O)O)C2 (5-((3aR,6aS)-5-(tert-butoxycarbonyl)hexahydropyrrolo[3,4-c]pyrrol-2(1H)-yl)nicotinic Acid), C1NCCC2=CC=CC=C12 (1,2,3,4-tetrahydroisoquinoline). Yields the product C1N(CCC2=CC=CC=C12)C(=O)C=1C=C(C=NC1)N1C[C@@H]2[C@H](C1)CN(C2)C(=O)OC(C)(C)C ((3aR,6aS)-tert-butyl 5-(5-(1,2,3,4-tetrahydroisoquinoline-2-carbonyl)pyridin-3-yl)hexahydropyrrolo[3,4-c]pyrrole-2(1H)-carboxylate). As a reaction SMILES: [C:1]([O:5][C:6]([N:8]1[CH2:12][C@H:11]2[CH2:13][N:14]([C:16]3[CH:17]=[N:18][CH:19]=[C:20]([CH:24]=3)[C:21](O)=[O:22])[CH2:15][C@H:10]2[CH2:9]1)=[O:7])([CH3:4])([CH3:3])[CH3:2].[CH2:25]1[C:34]2[C:29](=[CH:30][CH:31]=[CH:32][CH:33]=2)[CH2:28][CH2:27][NH:26]1>>[CH2:25]1[C:34]2[C:29](=[CH:30][CH:31]=[CH:32][CH:33]=2)[CH2:28][CH2:27][N:26]1[C:21]([C:20]1[CH:24]=[C:16]([N:14]2[CH2:13][C@@H:11]3[CH2:12][N:8]([C:6]([O:5][C:1]([CH3:2])([CH3:3])[CH3:4])=[O:7])[CH2:9][C@@H:10]3[CH2:15]2)[CH:17]=[N:18][CH:19]=1)=[O:22]. Procedure details: The product from Example 33B and 1,2,3,4-tetrahydroisoquinoline were processed as described in Example 33C to provide the title compound: MS (APCI) m/z 449 (M+H)+. The reactants are Cc1sc2cc(N(C)C(=O)COCC(=O)O)ccc2[n+]1CCCS(=O)(=O)[O-], CC#N. Product: Cc1nc2ccc(N(C)C(=O)COCC(=O)O)cc2s1. As a reaction SMILES: [C:1](=[O:2])([OH:3])[CH2:4][O:5][CH2:6][C:7](=[O:8])[N:9]([c:10]1[cH:11][c:12]2[c:13]([n+:14]([CH2:18][CH2:19][CH2:20][S:21]([O-:22])(=[O:23])=[O:24])[c:15]([CH3:17])[s:16]2)[cH:25][cH:26]1)[CH3:27].[CH3:28][C:29]#[N:30]>>[C:1](=[O:2])([OH:3])[CH2:4][O:5][CH2:6][C:7](=[O:8])[N:9]([c:10]1[cH:11][c:12]2[c:13]([n:14][c:15]([CH3:17])[s:16]2)[cH:25][cH:26]1)[CH3:27]. Product: CCOC(=O)C(=O)C(C)C(=O)CC. As a reaction SMILES: [C:17]([C:18]([O:20][CH2:19][CH3:21])=[O:22])(=[O:23])[O:24][CH2:25][CH3:26].[CH3:11][CH2:12][C:13]([CH2:14][CH3:15])=[O:16].[CH3:27][CH2:28][O:29][CH2:30][CH3:31].[CH3:2][Si:3]([N-:4][Si:5]([CH3:6])([CH3:7])[CH3:8])([CH3:9])[CH3:10].[Li+:1]>>[CH3:11][CH:12]([C:13]([CH2:14][CH3:15])=[O:16])[C:18]([C:17](=[O:23])[O:24][CH2:25][CH3:26])=[O:20]. Reactants: CCOC(=O)C(=O)OCC, CCC(=O)CC, CCOCC, C[Si](C)(C)[N-][Si](C)(C)C, [Li+].